This data is from the Open Reaction Database (ORD), a public repository of structured organic reaction records. The task is: describe an organic reaction: reactants, conditions, products, and yield The reactants are COC1=CC=CC(=N1)CO ((6-methoxypyridin-2-yl)methanol), BrC(Br)(Br)Br (perbromomethane), C1(=CC=CC=C1)P(C1=CC=CC=C1)C1=CC=CC=C1 (triphenylphosphine). The solvent is C(Cl)Cl (DCM). Conditions: time 1 hour. The product is BrCC1=NC(=CC=C1)OC (2-(bromomethyl)-6-methoxypyridine). The yield is 86.9%. Reaction SMILES: [CH3:1][O:2][C:3]1[N:8]=[C:7]([CH2:9]O)[CH:6]=[CH:5][CH:4]=1.[Br:11]C(Br)(Br)Br.C1(P(C2C=CC=CC=2)C2C=CC=CC=2)C=CC=CC=1>C(Cl)Cl>[Br:11][CH2:9][C:7]1[CH:6]=[CH:5][CH:4]=[C:3]([O:2][CH3:1])[N:8]=1. Procedure details: To (6-methoxypyridin-2-yl)methanol (3.36 g, 24.1 mmol) in DCM (30 mL) was added perbromomethane (12.0 g, 36.2 mmol) and triphenylphosphine (9.50 g, 36.2 mmol). The reaction mixture was stirred for 1 hour, concentrated and silica gel chromatography (EtOAc/Hexane 1:5) to provide the desired product (4.23 g). Reactants: CON(C(=O)C=1N=CN(C1)C=1C=C(C=CC1)C1=C(C=CC=C1F)OC)C (1-(6′-Fluoro-2′-methoxy-biphenyl-3-yl)-1H-imidazole-4-carboxylic acid methoxy-methyl-amide), S1C=NC=C1 (thiazole). Yields the product FC1=CC=CC(=C1C1=CC(=CC=C1)N1C=NC(=C1)C(=O)C=1SC=CN1)OC ([1-(6′-Fluoro-2′-methoxy-biphenyl-3-yl)-1H-imidazol-4-yl]-thiazol-2-yl-methanone). RXN SMILES: CON(C)[C:4]([C:6]1[N:7]=[CH:8][N:9]([C:11]2[CH:12]=[C:13]([C:17]3[C:22]([F:23])=[CH:21][CH:20]=[CH:19][C:18]=3[O:24][CH3:25])[CH:14]=[CH:15][CH:16]=2)[CH:10]=1)=[O:5].[S:27]1[CH:31]=[CH:30][N:29]=[CH:28]1>>[F:23][C:22]1[C:17]([C:13]2[CH:14]=[CH:15][CH:16]=[C:11]([N:9]3[CH:10]=[C:6]([C:4]([C:28]4[S:27][CH:31]=[CH:30][N:29]=4)=[O:5])[N:7]=[CH:8]3)[CH:12]=2)=[C:18]([O:24][CH3:25])[CH:19]=[CH:20][CH:21]=1. Reported procedure: This compound is prepared by method C using compound 12g and thiazole The reactants are CC(C)(C)OC(=O)NC(CCc1ccccc1)C(=O)O, CNC, ClCCl, Cl, CN(C)C=O. Product: CN(C)C(=O)C(CCc1ccccc1)NC(=O)OC(C)(C)C. RXN SMILES: [C:5]([CH3:6])([CH3:7])([CH3:8])[O:9][C:10](=[O:11])[NH:12][CH:13]([C:14](=[O:15])[OH:16])[CH2:17][CH2:18][c:19]1[cH:20][cH:21][cH:22][cH:23][cH:24]1.[CH3:2][NH:3][CH3:4].[Cl:25][CH2:26][Cl:27].[ClH:1].[O:28]=[CH:29][N:30]([CH3:31])[CH3:32]>>[CH3:2][N:3]([CH3:4])[C:14]([CH:13]([NH:12][C:10]([O:9][C:5]([CH3:6])([CH3:7])[CH3:8])=[O:11])[CH2:17][CH2:18][c:19]1[cH:20][cH:21][cH:22][cH:23][cH:24]1)=[O:15]. Reactants: NCC1=NC=CC=C1 (2-(aminomethyl) pyridine), CS(=O)(=O)OCC1CCCCC1 (cyclohexylmethyl methanesulfonate), Cl (hydrochloric acid), C(C1=CC=CC=C1)=O (benzaldehyde), CC(C)([O-])C.[K+] (potassium t-butoxide). The solvent is O (water), CC(C)(C)OC (MTBE). Reaction conditions: time 8 hour. Product: N1=C(C=CC=C1)C(CC1CCCCC1)N (1-(R,S)-(2-pyridyl)-2-cyclohexylethylamine). Isolated yield 40.2%. RXN SMILES: [NH2:1][CH2:2][C:3]1[CH:8]=[CH:7][CH:6]=[CH:5][N:4]=1.[CH:9](=O)[C:10]1[CH:15]=[CH:14][CH:13]=[CH:12][CH:11]=1.CC(C)([O-])C.[K+].CS(OCC1CCCCC1)(=O)=O.Cl>CC(OC)(C)C.O>[N:4]1[CH:5]=[CH:6][CH:7]=[CH:8][C:3]=1[CH:2]([NH2:1])[CH2:9][CH:10]1[CH2:15][CH2:14][CH2:13][CH2:12][CH2:11]1 |f:2.3|. Procedure details: To 465 g (4.3 moles) of 2-(aminomethyl) pyridine was added with stirring 456 g (4.3 moles) of benzaldehyde. The temperature was increased to 70°-80° C. The mixture was diluted with 2 L of MTBE and the water was removed by stirring the solution with 200 g of sodium sulfate overnight. The mixture was filtered and washed with 2 L of MTBE. To remove the remaining water, 100 g of molecular sieves were added. To the mixture was added 483 g (4.3 moles) potassium t-butoxide in portions followed by 842 g... Reactants: NC1=NC=NC=C1 (4-aminopyrimidine), CC(C)([O-])C.[K+] (potassium tert-butoxide), FC1=C(C=CC(=C1)F)[N+](=O)[O-] (2,4-difluoronitrobenzene). The solvent is C1CCOC1 (THF). Reaction conditions: temperature 0 celsius, time 1 hour. Product: FC=1C=CC(=C(C1)NC1=NC=NC=C1)[N+](=O)[O-] ((5-Fluoro-2-nitrophenyl)pyrimidin-4-ylamine). Yield: 12.6%. As a reaction SMILES: [NH2:1][C:2]1[CH:7]=[CH:6][N:5]=[CH:4][N:3]=1.CC(C)([O-])C.[K+].F[C:15]1[CH:20]=[C:19]([F:21])[CH:18]=[CH:17][C:16]=1[N+:22]([O-:24])=[O:23]>C1COCC1>[F:21][C:19]1[CH:18]=[CH:17][C:16]([N+:22]([O-:24])=[O:23])=[C:15]([NH:1][C:2]2[CH:7]=[CH:6][N:5]=[CH:4][N:3]=2)[CH:20]=1 |f:1.2|. Procedure: To 4-aminopyrimidine (1.0 g, 10.52 mmol) in THF (40 ml) at 0° C. under nitrogen was added potassium tert-butoxide (2.46 g, 22 mmol). After stirring for 5 min 2,4-difluoronitrobenzene (1.672 g, 10.52 mmol) was added dropwise. The reaction was stirred for 1 h at 0° C. then at 20° C. for 1 h, then quenched with 5% citric acid to give a pH of 5. The mixture was extracted with EtOAc (150 mL), dried (Na2SO4) and evaporated to an orange gum. This was purified by column chromatography (Si—PCC, gradient ... The reactants are Cl.C[C@H]1NCCC1 ((R)-2-methylpyrrolidine hydrochloride), BrCCO (2-bromoethanol), C(=O)([O-])[O-].[K+].[K+] (K2CO3). Solvent: C(C)#N (acetonitrile). Conditions: time 8 hour. Product: C[C@H]1N(CCC1)CCO ((R)-2-(2-methylpyrrolidin-1-yl)ethanol). The yield is 24020.5%. As a reaction SMILES: Cl.[CH3:2][C@@H:3]1[CH2:7][CH2:6][CH2:5][NH:4]1.Br[CH2:9][CH2:10][OH:11].C([O-])([O-])=O.[K+].[K+]>C(#N)C>[CH3:2][C@@H:3]1[CH2:7][CH2:6][CH2:5][N:4]1[CH2:9][CH2:10][OH:11] |f:0.1,3.4.5|. Reported procedure: A mixture of (R)-2-methylpyrrolidine hydrochloride (4 g, 0.03 mol), 2-bromoethanol (3.7 g, 0.029 mmol) and K2CO3 (8.28 g, 0.0618 mol) in acetonitrile (50 mL) was stirred at room temperature overnight. The mixture was filtered, and the filter cake was washed with ethyl acetate (100 mL). The combined filtrate was concentrated and the residue was purified on a silica gel column (MeOH/DCM=1/50) to give (R)-2-(2-methylpyrrolidin-1-yl)ethanol (0.9 g) as a colorless oil. 1H NMR (CDCl3): δ 3.63 (m, 2H),... The reactants are O=C([O-])O, CS(=O)(=O)Cl, [Na+], O, OCc1cn(-c2cccnc2)c2ccccc12, c1ccncc1. The product is CS(=O)(=O)OCc1cn(-c2cccnc2)c2ccccc12. Reaction SMILES: [C:23](=[O:24])([OH:25])[O-:26].[CH3:18][S:19]([Cl:20])(=[O:21])=[O:22].[Na+:27].[OH2:34].[OH:1][CH2:2][c:3]1[cH:4][n:5](-[c:12]2[cH:13][n:14][cH:15][cH:16][cH:17]2)[c:6]2[cH:7][cH:8][cH:9][cH:10][c:11]12.[cH:28]1[cH:29][cH:30][n:31][cH:32][cH:33]1>>[O:1]([CH2:2][c:3]1[cH:4][n:5](-[c:12]2[cH:13][n:14][cH:15][cH:16][cH:17]2)[c:6]2[cH:7][cH:8][cH:9][cH:10][c:11]12)[S:19]([CH3:18])(=[O:21])=[O:22].